Dataset: the Open Reaction Database (ORD), a public repository of structured organic reaction records. Task: describe an organic reaction: reactants, conditions, products, and yield Reactants: OC(CCCC(C)C1=CC2=CC=CC=C2C=C1)C1=COC(=C1)[Si](C)(C)C (3-[1-hydroxy-5-(2-napthyl)hexyl]-5-trimethylsilylfuran), C(C)(=O)OC(C)=O (acetic anhydride). Solvent: N1=CC=CC=C1 (pyridine). Conditions: time 8 hour. Product: C(C)(=O)OC(CCCC(C)C1=CC2=CC=CC=C2C=C1)C1=COC(=C1)[Si](C)(C)C (3-[1-Acetoxy-5-(2-napthyl)hexyl]-5-trimethylsilylfuran). RXN SMILES: [OH:1][CH:2]([C:18]1[CH:22]=[C:21]([Si:23]([CH3:26])([CH3:25])[CH3:24])[O:20][CH:19]=1)[CH2:3][CH2:4][CH2:5][CH:6]([C:8]1[CH:17]=[CH:16][C:15]2[C:10](=[CH:11][CH:12]=[CH:13][CH:14]=2)[CH:9]=1)[CH3:7].[C:27](OC(=O)C)(=[O:29])[CH3:28]>N1C=CC=CC=1>[C:27]([O:1][CH:2]([C:18]1[CH:22]=[C:21]([Si:23]([CH3:25])([CH3:24])[CH3:26])[O:20][CH:19]=1)[CH2:3][CH2:4][CH2:5][CH:6]([C:8]1[CH:17]=[CH:16][C:15]2[C:10](=[CH:11][CH:12]=[CH:13][CH:14]=2)[CH:9]=1)[CH3:7])(=[O:29])[CH3:28]. Procedure details: A mixture of 3-[1-hydroxy-5-(2-napthyl)hexyl]-5-trimethylsilylfuran (120 mg, 0.3 mmol) and acetic anhydride (66 mg, 651 mmol) in pyridine (1.3 ml) was stirred at room temperature overnight. After removal of the solvent, the residue was purified by preparative TLC (20×20 cm, 500μ silica gel plate; developed with 30% ethyl ether/hexane) yielding the title compound as a yellow oil. Starting materials: C(C)C=1C=C2[C@@H](C[C@@H](NC2=CC1)C)NC1=CC=C(C=C1)CC (cis-6-Ethyl-N-(4-ethylphenyl)-2-methyl-1,2,3,4-tetrahydro-4-quinolinamine), C(C)(=O)OC(C)=O (acetic anhydride). The solvent is N1=CC=CC=C1 (pyridine). Reaction conditions: time 20 hour. The product is C(C)(=O)N1[C@H](C[C@H](C2=CC(=CC=C12)CC)NC1=CC=C(C=C1)CC)C (cis-1-Acetyl-6-ethyl-N-(4-ethylphenyl)- 1,2,3,4-tetrahydro-2-methyl-4-quinolinamine), oil. Yield: 60.0%. Reaction SMILES: [CH2:1]([C:3]1[CH:4]=[C:5]2[C:10](=[CH:11][CH:12]=1)[NH:9][C@@H:8]([CH3:13])[CH2:7][C@H:6]2[NH:14][C:15]1[CH:20]=[CH:19][C:18]([CH2:21][CH3:22])=[CH:17][CH:16]=1)[CH3:2].[C:23](OC(=O)C)(=[O:25])[CH3:24]>N1C=CC=CC=1>[C:23]([N:9]1[C:10]2[C:5](=[CH:4][C:3]([CH2:1][CH3:2])=[CH:12][CH:11]=2)[C@H:6]([NH:14][C:15]2[CH:16]=[CH:17][C:18]([CH2:21][CH3:22])=[CH:19][CH:20]=2)[CH2:7][C@@H:8]1[CH3:13])(=[O:25])[CH3:24]. Reported procedure: The compound of Step 1 (59 mg, 0.20 mmol) was dissolved in pyridine (1 ml) and acetic anhydride (2.0 mmol) was added. After stirring at room temperature for 20 hours the solvent was evaporated and the crude product was purified on silica (ethyl acetate:heptane 1:2). The title compound was obtained as a colorless oil (0.12 mmol). Starting materials: C(C)OC(=O)C=1C(=C2C(=NC1)N(N=C2)CC)O (1-ethyl-4-hydroxy-1H-pyrazolo[3,4-b]pyridine-5-carboxylic acid ethyl ester), [OH-].[Na+] (sodium hydroxide), C(C)(=O)O (acetic acid). The solvent is O (water). The product is C(C)N1N=CC=2C1=NC=C(C2O)C(=O)O (1-Ethyl-4-hydroxy-1H-pyrazolo[3,4-b]pyridine-5-carboxylic acid). RXN SMILES: C([O:3][C:4]([C:6]1[C:7]([OH:17])=[C:8]2[CH:14]=[N:13][N:12]([CH2:15][CH3:16])[C:9]2=[N:10][CH:11]=1)=[O:5])C.[OH-].[Na+].C(O)(=O)C>O>[CH2:15]([N:12]1[C:9]2=[N:10][CH:11]=[C:6]([C:4]([OH:5])=[O:3])[C:7]([OH:17])=[C:8]2[CH:14]=[N:13]1)[CH3:16] |f:1.2|. Reported procedure: 47 g of 1-ethyl-4-hydroxy-1H-pyrazolo[3,4-b]pyridine-5-carboxylic acid ethyl ester (0.2 mol) are saponified by means of 400 ml of aqueous sodium hydroxide (2.5 N) by refluxing the mixture for 11/2 hours. After cooling of the filtered solution and diluting with 300 ml of water, it is acidified with glacial acetic acid. The precipitated 1-ethyl-4-hydroxy-1H-pyrazolo[3,4-b]pyridine-5-carboxylic acid is filtered under suction, washed with water and dried at 120°. Yield 37 g (89%), recrystallization ... Starting materials: C(C)(=O)O[BH-](OC(C)=O)OC(C)=O.[Na+] (sodium triacetoxyborohydride), C(C)(C)(C)OC(=O)NCCN (N— (tert-butoxycarbonyl)ethylenediamine), N1(C=NC=C1)C1=CC=C(C=O)C=C1 (4-(1H-imidazol-1-yl)benzaldehyde), C(C)(=O)O (acetic acid). The solvent is CO (methanol). Reaction conditions: time 1 hour. Product: C(C)(C)(C)OC(=O)N1CC(N(CC1)CC1=CC=C(C=C1)N1C=NC=C1)=O (4-(tert-butoxycarbonyl)-1-[4-(1H-imidazol-1-yl)benzyl]-2-piperazinone). The yield is 991.1%. As a reaction SMILES: [C:1]([O:5][C:6]([NH:8][CH2:9][CH2:10][NH2:11])=[O:7])([CH3:4])([CH3:3])[CH3:2].[N:12]1([C:17]2[CH:24]=[CH:23][C:20]([CH:21]=O)=[CH:19][CH:18]=2)[CH:16]=[CH:15][N:14]=[CH:13]1.C(O)(=O)C.C(O[BH-](O[C:39](=[O:41])[CH3:40])OC(=O)C)(=O)C.[Na+]>CO>[C:1]([O:5][C:6]([N:8]1[CH2:9][CH2:10][N:11]([CH2:21][C:20]2[CH:23]=[CH:24][C:17]([N:12]3[CH:16]=[CH:15][N:14]=[CH:13]3)=[CH:18][CH:19]=2)[C:39](=[O:41])[CH2:40]1)=[O:7])([CH3:4])([CH3:3])[CH3:2] |f:3.4|. Procedure: To a solution of N— (tert-butoxycarbonyl)ethylenediamine (5.0 g) and 4-(1H-imidazol-1-yl)benzaldehyde (5.35 g) in methanol (10 ml) was added acetic acid (300 mg), and the mixture was stirred at room temperature for 1 hour. To the mixture was added, under ice-cooling, sodium triacetoxyborohydride (318 mg), and the mixture was stirred at room temperature for 5 hours. The reaction solution was concentrated, and the residue was dissolved in ethyl acetate. The solution was extracted with water, and t... Reported procedure: C6H5—CH2O—CH2CH2OCH2CH2—CH(COOC2H5)2 (5 g) from Step B was dissolved in 200 ml of toluene and 29.5 ml of LiA1H4 (1 M in THF) was added at 0-5° C. After stirring overnight at room temperature, 1 ml of water was added followed by 1.0 ml of 15% NaOH and 3.0 ml of water. The insoluble material was filtered and the filtrate was evaporated to dryness. The product was purified by flash chromatography on a silica gel column eluted with ethyl acetate. Combined fractions were evaporated to dryness. The fi... Yields the product C1(=CC=CC=C1)COCCOCCC(CO)CO (C6H5—CH2O—CH2CH2OCH2CH2—CH(CH2OH)2). Reaction SMILES: [C:1]1([CH2:7][O:8][CH2:9][CH2:10][O:11][CH2:12][CH2:13][CH:14]([C:20](OCC)=[O:21])[C:15](OCC)=[O:16])[CH:6]=[CH:5][CH:4]=[CH:3][CH:2]=1.O.[OH-].[Na+]>C1(C)C=CC=CC=1.C1COCC1>[C:1]1([CH2:7][O:8][CH2:9][CH2:10][O:11][CH2:12][CH2:13][CH:14]([CH2:15][OH:16])[CH2:20][OH:21])[CH:2]=[CH:3][CH:4]=[CH:5][CH:6]=1 |f:2.3|. The solvent is C1(=CC=CC=C1)C (toluene), C1CCOC1 (THF). Conditions: time 8 hour. Reactants: O (water), O (water), C1(=CC=CC=C1)COCCOCCC(C(=O)OCC)C(=O)OCC (C6H5—CH2O—CH2CH2OCH2CH2—CH(COOC2H5)2), [OH-].[Na+] (NaOH). The reactants are C(C1=CC=CC=C1)OC=1N=NC(=CC1OCC1=CC=CC=C1)C(=C)C1=CC=CC=C1 (3,4-bis(benzyloxy)-6-(1-phenylethenyl)pyridazine), C(C1=CC=CC=C1)OC=1N=NC(=CC1OCC1=CC=CC=C1)Cl (3,4-bis(benzyloxy)-6-chloropyridazine), FC(C=1C=C(C=C(C1)C(F)(F)F)/C=C/B1OC(C(O1)(C)C)(C)C)(F)F (2-[(E)-2-[3,5-bis(trifluoromethyl)phenyl]ethenyl]-4,4,5,5-tetramethyl-1,3,2-dioxaborolane), C(C1=CC=CC=C1)OC=1N=NC(=CC1OCC1=CC=CC=C1)C(=C)C1=CC=CC=C1 (3,4-bis(benzyloxy)-6-(1-phenylethenyl)pyridazine), C(C1=CC=CC=C1)OC=1N=NC(=CC1OCC1=CC=CC=C1)Cl (3,4-bis(benzyloxy)-6-chloropyridazine). Product: C(C1=CC=CC=C1)OC=1N=NC(=CC1OCC1=CC=CC=C1)\C=C\C1=CC(=CC(=C1)C(F)(F)F)C(F)(F)F (3,4-bis(Benzyloxy)-6-[(E)-2-[3,5-bis(trifluoromethyl)phenyl]-ethenyl]pyridazine). Yield: 77.0%. As a reaction SMILES: C(OC1N=NC(C(C2C=CC=CC=2)=C)=CC=1OCC1C=CC=CC=1)C1C=CC=CC=1.[CH2:31]([O:38][C:39]1[N:40]=[N:41][C:42](Cl)=[CH:43][C:44]=1[O:45][CH2:46][C:47]1[CH:52]=[CH:51][CH:50]=[CH:49][CH:48]=1)[C:32]1[CH:37]=[CH:36][CH:35]=[CH:34][CH:33]=1.[F:54][C:55]([F:78])([F:77])[C:56]1[CH:57]=[C:58](/[CH:66]=[CH:67]/B2OC(C)(C)C(C)(C)O2)[CH:59]=[C:60]([C:62]([F:65])([F:64])[F:63])[CH:61]=1>>[CH2:31]([O:38][C:39]1[N:40]=[N:41][C:42](/[CH:67]=[CH:66]/[C:58]2[CH:59]=[C:60]([C:62]([F:63])([F:65])[F:64])[CH:61]=[C:56]([C:55]([F:54])([F:77])[F:78])[CH:57]=2)=[CH:43][C:44]=1[O:45][CH2:46][C:47]1[CH:52]=[CH:51][CH:50]=[CH:49][CH:48]=1)[C:32]1[CH:37]=[CH:36][CH:35]=[CH:34][CH:33]=1. Reported procedure: Prepared as described for 3,4-bis(benzyloxy)-6-(1-phenylethenyl)pyridazine (Intermediate 25) from 3,4-bis(benzyloxy)-6-chloropyridazine (Intermediate 1) and 2-[(E)-2-[3,5-bis(trifluoromethyl)phenyl]ethenyl]-4,4,5,5-tetramethyl-1,3,2-dioxaborolane in 77% yield.